This data is from the Open Reaction Database (ORD), a public repository of structured organic reaction records. The task is: describe an organic reaction: reactants, conditions, products, and yield Reactants: C([O-])([O-])=O.[Na+].[Na+] (sodium carbonate), CN(C=O)C (N,N-dimethylformamide), BrC1=CC=C(C=N1)C1CC(=NN1C1=C(C=CC=C1)Cl)C(O)(C(F)(F)F)C(F)(F)F (5-(6-Bromo-pyridin-3-yl)-1-(2-chloro-phenyl)-3-[di-(trifluoromethyl)-hydroxy-methyl]-4,5-dihydro-1H-pyrazole), C(C)(=O)C1=C(C=CC=C1)B(O)O (2-acetylphenylboronic acid). Reagents/catalysts: C1=CC=C(C=C1)P([C-]2C=CC=C2)C3=CC=CC=C3.C1=CC=C(C=C1)P([C-]2C=CC=C2)C3=CC=CC=C3.Cl[Pd]Cl.[Fe+2] (Pd(dppf)Cl2). The solvent is C(C)(=O)OCC (ethyl acetate). Reaction conditions: temperature 100 celsius, time 16 hour. Yields the product C(C)(=O)C1=C(C=CC=C1)C1=CC=C(C=N1)C1CC(=NN1C1=C(C=CC=C1)Cl)C(O)(C(F)(F)F)C(F)(F)F (5-[6-(2-acetyl-phenyl)-pyridin-3-yl]-1-(2-chloro-phenyl)-3-[di-(trifluoromethyl)-hydroxy-methyl]-4,5-dihydro-1H-pyrazole). Yield: 23.1%. RXN SMILES: Br[C:2]1[N:7]=[CH:6][C:5]([CH:8]2[N:12]([C:13]3[CH:18]=[CH:17][CH:16]=[CH:15][C:14]=3[Cl:19])[N:11]=[C:10]([C:20]([C:26]([F:29])([F:28])[F:27])([C:22]([F:25])([F:24])[F:23])[OH:21])[CH2:9]2)=[CH:4][CH:3]=1.[C:30]([C:33]1[CH:38]=[CH:37][CH:36]=[CH:35][C:34]=1B(O)O)(=[O:32])[CH3:31].C(=O)([O-])[O-].[Na+].[Na+].CN(C)C=O>C1C=CC(P(C2C=CC=CC=2)[C-]2C=CC=C2)=CC=1.C1C=CC(P(C2C=CC=CC=2)[C-]2C=CC=C2)=CC=1.Cl[Pd]Cl.[Fe+2].C(OCC)(=O)C>[C:30]([C:33]1[CH:38]=[CH:37][CH:36]=[CH:35][C:34]=1[C:2]1[N:7]=[CH:6][C:5]([CH:8]2[N:12]([C:13]3[CH:18]=[CH:17][CH:16]=[CH:15][C:14]=3[Cl:19])[N:11]=[C:10]([C:20]([C:22]([F:23])([F:25])[F:24])([C:26]([F:27])([F:28])[F:29])[OH:21])[CH2:9]2)=[CH:4][CH:3]=1)(=[O:32])[CH3:31] |f:2.3.4,6.7.8.9|. Procedure details: 5-(6-Bromo-pyridin-3-yl)-1-(2-chloro-phenyl)-3-[di-(trifluoromethyl)-hydroxy-methyl]-4,5-dihydro-1H-pyrazole (20.0 mg, 0.04 mmol) prepared in Step 4 of Preparation 20, 2-acetylphenylboronic acid (8.0 mg, 0.05 mmol), Pd(dppf)Cl2 (3.0 mg, cat.), and a 2N sodium carbonate solution (0.4 mL) were added to N,N-dimethylformamide (0.4 mL). The reaction mixture was stirred at 100° C. for 16 hours and then ethyl acetate was added thereto. The reaction mixture was washed with distilled water and brine, dri... Starting materials: C(C)C1=CC=C(C=C1)C(C(C1=CC=CC=C1)O)=O (1-(4-ethylphenyl)-2-hydroxy-2-phenylethanone), C(CC#N)#N (malononitrile), O (water), O (water), C(C)NCC (diethylamine), O (water). Run in CN(C)C=O (DMF). Run at time 1 hour. Yields the product NC=1OC(=C(C1C#N)C1=CC=C(C=C1)CC)C1=CC=CC=C1 (2-Amino-4-(4-ethylphenyl)-5-phenyl-3-furonitrile). RXN SMILES: [CH2:1]([C:3]1[CH:8]=[CH:7][C:6]([C:9](=O)[CH:10]([OH:17])[C:11]2[CH:16]=[CH:15][CH:14]=[CH:13][CH:12]=2)=[CH:5][CH:4]=1)[CH3:2].[C:19](#[N:23])[CH2:20][C:21]#[N:22].C(NCC)C.O>CN(C=O)C>[NH2:23][C:19]1[O:17][C:10]([C:11]2[CH:16]=[CH:15][CH:14]=[CH:13][CH:12]=2)=[C:9]([C:6]2[CH:7]=[CH:8][C:3]([CH2:1][CH3:2])=[CH:4][CH:5]=2)[C:20]=1[C:21]#[N:22]. Procedure details: Cool a mixture of 145 g (603 mmol) 1-(4-ethylphenyl)-2-hydroxy-2-phenylethanone and 51.8 g (784.4 mmol) malononitrile in 2.23 litres DMF to 0° C. and add 53.7 ml (518 mmol) diethylamine, with cooling. After 1 h, heat the reaction mixture to RT and stir for a further 4 h, before adding 1.5 litre water. After 30 min, pour off a large proportion of the water and replace with 750 ml of fresh water. Stir the mixture vigorously, before decanting from the sticky organic residue. Dissolve the residue in... Starting materials: C1CCCNCC1, CCOC(C)=O, Cc1ccccc1, CCN(C(C)C)C(C)C, O=S(Cl)Cl, c1ccncc1. Yields the product O=C(Cl)N1CCCCCC1. As a reaction SMILES: [CH2:1]1[CH2:2][CH2:3][CH2:4][NH:5][CH2:6][CH2:7]1.[CH3:27][CH2:28][O:29][C:30]([CH3:31])=[O:32].[CH3:33][c:34]1[cH:35][cH:36][cH:37][cH:38][cH:39]1.[CH:8]([N:9]([CH2:10][CH3:11])[CH:12]([CH3:13])[CH3:14])([CH3:15])[CH3:16].[S:23]([Cl:24])([Cl:25])=[O:26].[cH:17]1[cH:18][cH:19][n:20][cH:21][cH:22]1>>[CH2:1]1[CH2:2][CH2:3][CH2:4][N:5]([C:30]([Cl:25])=[O:32])[CH2:6][CH2:7]1. Reactants: C=CCN(CC(OC)OC)c1cnc(Cl)c(Cl)c1, ClCCl, Cl, C1CCOC1, O. The product is C=CCN(CC=O)c1cnc(Cl)c(Cl)c1. As a reaction SMILES: [CH2:1]([CH:2]=[CH2:3])[N:4]([CH2:5][CH:6]([O:7][CH3:10])[O:8][CH3:9])[c:11]1[cH:12][n:13][c:14]([Cl:18])[c:15]([Cl:17])[cH:16]1.[Cl:20][CH2:21][Cl:22].[ClH:19].[O:23]1[CH2:24][CH2:25][CH2:26][CH2:27]1.[OH2:28]>>[CH2:1]([CH:2]=[CH2:3])[N:4]([CH2:5][CH:6]=[O:7])[c:11]1[cH:12][n:13][c:14]([Cl:18])[c:15]([Cl:17])[cH:16]1. Starting materials: FC1=CC=C(C=C1)C(OCCNC=1C2=CC=CC=C2N=C2CCCC(C12)=O)C1=CC=C(C=C1)F (3,4-dihydro-9-[[2-[bis(4-fluorophenyl)methoxy]ethyl]amino]acridin-1(2H)-one), solution, [H-].[Al+3].[Li+].[H-].[H-].[H-] (lithium aluminum hydride). Run in O1CCCC1 (tetrahydrofuran), O1CCCC1 (tetrahydrofuran). Run at time 1 hour. The product is FC1=CC=C(C=C1)C(OCCNC=1C2=CC=CC=C2N=C2CCCC(C12)O)C1=CC=C(C=C1)F (9-[[2-[Bis(4-fluorophenyl)methoxy]ethyl]amino]-1,2,3,4-tetrahydroacridin-1-ol). RXN SMILES: [F:1][C:2]1[CH:7]=[CH:6][C:5]([CH:8]([C:28]2[CH:33]=[CH:32][C:31]([F:34])=[CH:30][CH:29]=2)[O:9][CH2:10][CH2:11][NH:12][C:13]2[C:14]3[C:19]([N:20]=[C:21]4[C:26]=2[C:25](=[O:27])[CH2:24][CH2:23][CH2:22]4)=[CH:18][CH:17]=[CH:16][CH:15]=3)=[CH:4][CH:3]=1.[H-].[Al+3].[Li+].[H-].[H-].[H-]>O1CCCC1>[F:1][C:2]1[CH:3]=[CH:4][C:5]([CH:8]([C:28]2[CH:29]=[CH:30][C:31]([F:34])=[CH:32][CH:33]=2)[O:9][CH2:10][CH2:11][NH:12][C:13]2[C:14]3[C:19]([N:20]=[C:21]4[C:26]=2[CH:25]([OH:27])[CH2:24][CH2:23][CH2:22]4)=[CH:18][CH:17]=[CH:16][CH:15]=3)=[CH:6][CH:7]=1 |f:1.2.3.4.5.6|. Procedure: To a cooled solution of 5.55 g of 3,4-dihydro-9-[[2-[bis(4-fluorophenyl)methoxy]ethyl]amino]acridin-1(2H)-one in 100 ml of tetrahydrofuran was added 6.5 ml of 1M solution of lithium aluminum hydride in tetrahydrofuran. This was stirred for 1 hour at ice bath temperature. Reactants: NC1=NC=C(C(=C1[N+](=O)[O-])N1CCN(CC1)CC(=O)NC1=CC(=CC=C1)Cl)Cl (2-(4-(2-amino-5-chloro-3-nitropyridin-4-yl)piperazin-1-yl)-N-(3-chlorophenyl)acetamide), CN(C1=CC=C(C=O)C=C1)C (4-dimethylaminobenzaldehyde), [O-]S(=O)S(=O)[O-].[Na+].[Na+] (Na2S2O4). The solvent is C(C)O (ethanol). Conditions: temperature 70 celsius. Yields the product ClC=1C(=C2C(=NC1)NC(=N2)C2=CC=C(C=C2)N(C)C)N2CCN(CC2)CC(=O)NC2=CC(=CC=C2)Cl (2-(4-(6-Chloro-2-(4-(dimethylamino)phenyl)-3H-imidazo[4,5-b]pyridin-7-yl)piperazin-1-yl)-N-(3-chlorophenyl)acetamide). As a reaction SMILES: [NH2:1][C:2]1[C:7]([N+:8]([O-])=O)=[C:6]([N:11]2[CH2:16][CH2:15][N:14]([CH2:17][C:18]([NH:20][C:21]3[CH:26]=[CH:25][CH:24]=[C:23]([Cl:27])[CH:22]=3)=[O:19])[CH2:13][CH2:12]2)[C:5]([Cl:28])=[CH:4][N:3]=1.[CH3:29][N:30]([CH3:39])[C:31]1[CH:38]=[CH:37][C:34]([CH:35]=O)=[CH:33][CH:32]=1.[O-]S(S([O-])=O)=O.[Na+].[Na+]>C(O)C>[Cl:28][C:5]1[C:6]([N:11]2[CH2:12][CH2:13][N:14]([CH2:17][C:18]([NH:20][C:21]3[CH:26]=[CH:25][CH:24]=[C:23]([Cl:27])[CH:22]=3)=[O:19])[CH2:15][CH2:16]2)=[C:7]2[N:8]=[C:35]([C:34]3[CH:37]=[CH:38][C:31]([N:30]([CH3:39])[CH3:29])=[CH:32][CH:33]=3)[NH:1][C:2]2=[N:3][CH:4]=1 |f:2.3.4|. Procedure: To a mixture of 2-(4-(2-amino-5-chloro-3-nitropyridin-4-yl)piperazin-1-yl)-N-(3-chlorophenyl)acetamide (0.036 g, 0.08 mmol), ethanol (3.5 ml), and 4-dimethylaminobenzaldehyde (0.017 g, 0.11 mmol) was added a freshly prepared aqueous solution of Na2S2O4 (1M; 0.35 ml, 0.35 mmol). The reaction mixture was heated at 70° C. for 3 h, then allowed to cool to room temperature and the solvents were removed in vacuo. The residue was absorbed on silica gel and the free running powder was placed on a 10 g i... Reactants: O=C([O-])[O-], CCC(O)(c1ccc(O)cc1)c1ccccc1OC, CC(C)=O, [I-], [K+], [K+], [K+], BrCCCc1ccccc1. Product: CCC(O)(c1ccc(OCCCc2ccccc2)cc1)c1ccccc1OC. Reaction SMILES: [C:30](=[O:31])([O-:32])[O-:33].[CH3:1][O:2][c:3]1[c:4]([C:9]([CH2:10][CH3:11])([OH:12])[c:13]2[cH:14][cH:15][c:16]([OH:19])[cH:17][cH:18]2)[cH:5][cH:6][cH:7][cH:8]1.[CH3:38][C:39](=[O:40])[CH3:41].[I-:37].[K+:34].[K+:35].[K+:36].[c:20]1([CH2:26][CH2:27][CH2:28][Br:29])[cH:21][cH:22][cH:23][cH:24][cH:25]1>>[CH3:1][O:2][c:3]1[c:4]([C:9]([CH2:10][CH3:11])([OH:12])[c:13]2[cH:14][cH:15][c:16]([O:19][CH2:28][CH2:27][CH2:26][c:20]3[cH:21][cH:22][cH:23][cH:24][cH:25]3)[cH:17][cH:18]2)[cH:5][cH:6][cH:7][cH:8]1. Reactants: [N+](=O)([O-])C=1C=C(C=O)C=CC1 (3-nitrobenzaldehyde), C(CC(=O)C)(=O)OC (methyl acetoacetate), N (ammonia). The solvent is CO (methanol). The product is CC=1NC(=C(C(C1C(=O)OC)C1=CC(=CC=C1)[N+](=O)[O-])C(=O)OC)C (dimethyl 2,6-dimethyl-4-(3-nitrophenyl)-1,4-dihydropyridine-3,5-dicarboxylate). As a reaction SMILES: [N+:1]([C:4]1[CH:5]=[C:6]([CH:9]=[CH:10][CH:11]=1)[CH:7]=O)([O-:3])=[O:2].[C:12]([O:18][CH3:19])(=[O:17])[CH2:13][C:14]([CH3:16])=O.[NH3:20]>CO>[CH3:16][C:14]1[NH:20][C:14]([CH3:16])=[C:13]([C:12]([O:18][CH3:19])=[O:17])[CH:7]([C:6]2[CH:9]=[CH:10][CH:11]=[C:4]([N+:1]([O-:3])=[O:2])[CH:5]=2)[C:13]=1[C:12]([O:18][CH3:19])=[O:17]. Procedure details: A mixture of 75.5 g (0.50 mole) of 3-nitrobenzaldehyde, 116 g (1.00 mole) of methyl acetoacetate and 55 ml (1.50 mole) of 28% ammonia in 150 ml of methanol is heated under reflux for 5 hr. Reactants: CS(=O)(=O)Cl, OCCOc1cc(F)cc(F)c1, c1ccncc1. The product is CS(=O)(=O)OCCOc1cc(F)cc(F)c1. Reaction SMILES: [CH3:13][S:14]([Cl:15])(=[O:16])=[O:17].[F:1][c:2]1[cH:3][c:4]([O:5][CH2:6][CH2:7][OH:8])[cH:9][c:10]([F:12])[cH:11]1.[cH:18]1[cH:19][cH:20][n:21][cH:22][cH:23]1>>[F:1][c:2]1[cH:3][c:4]([O:5][CH2:6][CH2:7][O:8][S:14]([CH3:13])(=[O:16])=[O:17])[cH:9][c:10]([F:12])[cH:11]1.